Dataset: the Open Reaction Database (ORD), a public repository of structured organic reaction records. Task: describe an organic reaction: reactants, conditions, products, and yield Reactants: Cl[Si](C)(C)C1=CC=C(C=C1)OCC (chloro(4-ethoxyphenyl)dimethylsilane), II (iodine), BrCCCC1=CC(=C(C=C1)F)OC1=CC=CC=C1 (1-bromo-3-(4-fluoro-3-phenoxyphenyl)propane), [Mg] (magnesium). The solvent is O1CCCC1 (tetrahydrofuran), C(C)OCC (diethyl ether). Reaction conditions: temperature 10 celsius. Yields the product C(C)OC1=CC=C(C=C1)[Si](C)(C)CCCC1=CC(=C(C=C1)F)OC1=CC=CC=C1 ((4-ethoxyphenyl)[3-(4-fluoro-3-phenoxyphenyl)propyl]dimethylsilane). Reaction SMILES: II.Br[CH2:4][CH2:5][CH2:6][C:7]1[CH:12]=[CH:11][C:10]([F:13])=[C:9]([O:14][C:15]2[CH:20]=[CH:19][CH:18]=[CH:17][CH:16]=2)[CH:8]=1.[Mg].Cl[Si:23]([C:26]1[CH:31]=[CH:30][C:29]([O:32][CH2:33][CH3:34])=[CH:28][CH:27]=1)([CH3:25])[CH3:24]>O1CCCC1.C(OCC)C>[CH2:33]([O:32][C:29]1[CH:30]=[CH:31][C:26]([Si:23]([CH2:4][CH2:5][CH2:6][C:7]2[CH:12]=[CH:11][C:10]([F:13])=[C:9]([O:14][C:15]3[CH:20]=[CH:19][CH:18]=[CH:17][CH:16]=3)[CH:8]=2)([CH3:24])[CH3:25])=[CH:27][CH:28]=1)[CH3:34]. Reported procedure: A small crystal of iodine was added to a mixture of 0.75 g (0.0024 mole) of 1-bromo-3-(4-fluoro-3-phenoxyphenyl)propane and 0.11 g (0.0045 mole) of magnesium powder in 1 ml of tetrahydrofuran. This mixture was heated in a water bath for about three hours. After heating, the clear solution was light grey-brown in color. The solution was cooled to 10° C., and 0.51 g (0.0022 mole) of chloro(4-ethoxyphenyl)dimethylsilane was added. This mixture was stirred for one-half hour and was then heated for a... The reactants are C1OC2=CCC(C=C(C(=O)OCC)C(=O)OCC)(C=C2O1)OC (diethyl 2-(4,5-methylenedioxy-1-methoxybenylidene)-malonate), [BH4-].[Na+] (sodium borohydride), C(C)O (ethanol). Conditions: time 5 hour. Product: C1OC2=CC(=C(CC(C(=O)OCC)C(=O)OCC)C=C2O1)OC (Diethyl 2-(4,5-methylenedioxy-2-methoxybenzyl)-malonate). The yield is 86.0%. RXN SMILES: [CH2:1]1[O:21][C:20]2[C:3](=[CH:4][CH2:5][C:6](OC)([CH:19]=2)[CH:7]=[C:8]([C:14]([O:16][CH2:17][CH3:18])=[O:15])[C:9]([O:11][CH2:12][CH3:13])=[O:10])[O:2]1.[BH4-].[Na+].[CH2:26]([OH:28])C>>[CH2:1]1[O:21][C:20]2[C:3](=[CH:4][C:5]([O:28][CH3:26])=[C:6]([CH:19]=2)[CH2:7][CH:8]([C:9]([O:11][CH2:12][CH3:13])=[O:10])[C:14]([O:16][CH2:17][CH3:18])=[O:15])[O:2]1 |f:1.2|. Procedure: To a solution of the diethyl 2-(4,5-methylenedioxy-1-methoxybenylidene)-malonate (23.40 g, 0.073 mol) in ethanol (100 mL) was added sodium borohydride (2.80 g, 0.073 mol) and the mixture was stirred at room temperature for 5 h. The reaction was quenched with water and extracted with ethyl acetate (3×200 mL). The combined organic extracts were dried (Na2SO4) and evaporated to afford the title compound as an oil (20.30 g, 86%): 1H NMR (250 MHz, CDCl3) δ 7.45 (d, J=10 Hz, 1H), 7.20 (d, J=15 Hz, 1H)... Reactants: [H][H] (hydrogen), C(C)(=O)NC1=C2CCCC(C2=C(C(=C1)F)C)=O (5-acetylamino-7 -fluoro-8-methyl-l-tetralone). The reagents and catalysts are [C].[Pd] (palladium-carbon). Solvent: CO (methanol). Run at temperature 50 celsius, time 18 hour. Yields the product C(C)(=O)NC1=C2CCCCC2=C(C(=C1)F)C (5-acetylamino-7-fluoro-8-methyl-1,2,3,4-tetrahydronaphthalene). Yield: 80.8%. RXN SMILES: [C:1]([NH:4][C:5]1[CH:14]=[C:13]([F:15])[C:12]([CH3:16])=[C:11]2[C:6]=1[CH2:7][CH2:8][CH2:9][C:10]2=O)(=[O:3])[CH3:2].[H][H]>[C].[Pd].CO>[C:1]([NH:4][C:5]1[CH:14]=[C:13]([F:15])[C:12]([CH3:16])=[C:11]2[C:6]=1[CH2:7][CH2:8][CH2:9][CH2:10]2)(=[O:3])[CH3:2] |f:2.3|. Reported procedure: In a 50-ml autoclave, 1.0 g of 5-acetylamino-7 -fluoro-8-methyl-l-tetralone and 10 ml of methanol were charged. To the resulting mixture, 0.5 g of 10% palladium-carbon was added. The hydrogen pressure was increased to 40 kg/cm2 at room temperature, under which the resulting mixture was stirred at 50° C. for 18 hours. After the completion of the reaction, the reaction mixture was filtered. The catalyst so obtained was washed with chloroform and then the filtrate was concentrated under reduced pre...